This data is from the Open Reaction Database (ORD), a public repository of structured organic reaction records. The task is: describe an organic reaction: reactants, conditions, products, and yield Reactants: COC([C@H](CC(F)F)NC(=O)OCC1=CC=CC=C1)=O ((S)-2-Benzyloxycarbonylamino-4,4-difluoro-butyric acid methyl ester), [Li+].[OH-] (LiOH). The solvent is C1CCOC1 (THF), O (water). Run at time 2 hour. The product is C(C1=CC=CC=C1)OC(=O)N[C@H](C(=O)O)CC(F)F ((S)-2-Benzyloxycarbonylamino-4,4-difluoro-butyric acid). RXN SMILES: C[O:2][C:3](=[O:20])[C@@H:4]([NH:9][C:10]([O:12][CH2:13][C:14]1[CH:19]=[CH:18][CH:17]=[CH:16][CH:15]=1)=[O:11])[CH2:5][CH:6]([F:8])[F:7].[Li+].[OH-]>C1COCC1.O>[CH2:13]([O:12][C:10]([NH:9][C@@H:4]([CH2:5][CH:6]([F:7])[F:8])[C:3]([OH:20])=[O:2])=[O:11])[C:14]1[CH:15]=[CH:16][CH:17]=[CH:18][CH:19]=1 |f:1.2|. Procedure: To a solution of 250 mg (S)-2-Benzyloxycarbonylamino-4,4-difluoro-butyric acid methyl ester in 2 ml THF was added a solution of 21 mg LiOH in 0.5 ml water at 0° C. After 2 h the mixture was brought to pH 4 by using Amberlite IR-120 ion exchange resin. The reaction mixture was filtered and concentrated and the crude product obtained used in the next step without further purification. Yield: 229 mg The reactants are ClC1=C(C=C2C=C(N(C2=C1)CC#N)C(=O)OCC)C (Ethyl 6-chloro-1-(cyanomethyl)-5-methylindole-2-carboxylate), [H-].[Al+3].[Li+].[H-].[H-].[H-] (lithium aluminium hydride), [H-].[Al+3].[Li+].[H-].[H-].[H-] (lithium aluminium hydride), C(=O)([O-])C(O)C(O)C(=O)[O-].[Na+].[K+] (potassium sodium tartrate), C(C)(=O)OCC (ethyl acetate). Run in CCOCC (ether). Run at time 70 hour. Product: ClC=1C(=CC=2C=C3N(C2C1)CCNC3)C (7-Chloro-8-methyl-1,2,3,4-tetrahydropyrazino[1,2-a]indole). The yield is 19.4%. As a reaction SMILES: [Cl:1][C:2]1[CH:10]=[C:9]2[C:5]([CH:6]=[C:7]([C:14](OCC)=O)[N:8]2[CH2:11][C:12]#[N:13])=[CH:4][C:3]=1[CH3:19].[H-].[Al+3].[Li+].[H-].[H-].[H-].C(C(C(C([O-])=O)O)O)([O-])=O.[Na+].[K+].C(OCC)(=O)C>CCOCC>[Cl:1][C:2]1[C:3]([CH3:19])=[CH:4][C:5]2[CH:6]=[C:7]3[CH2:14][NH:13][CH2:12][CH2:11][N:8]3[C:9]=2[CH:10]=1 |f:1.2.3.4.5.6,7.8.9|. Reported procedure: Ethyl 6-chloro-1-(cyanomethyl)-5-methylindole-2-carboxylate (1.75 g, 6.3 mmol) was added portionwise over 2 min to a stirred solution of lithium aluminium hydride (0.61 g, 16 mmol) in ether (50 mL) at room temperature under Ar. The reaction was then heated to reflux and stirred for 70 h. The mixture was cooled to room temeperature, a further portion of lithium aluminium hydride (0.61 g) was added and the reaction was heated to reflux and stirred for 18 h. The mixture was allowed to cool and then... The reactants are ClC1=CN(C2=CC(=CC=C12)CN(C(=O)[C@H]1CNCCO1)C1CC1)CCCOC ((2R)—N-{[3-chloro-1-(3-methoxypropyl)-1H-indol-6-yl]methyl}-N-cyclopropylmorpholin-2-carboxamide), C(C)(C)N(CC)C(C)C (diisopropylethylamine). The reagents and catalysts are [C].[Pd] (Palladium-carbon). Run in C(C)O (ethanol). Conditions: time 8 hour. The product is C1(CC1)N(C(=O)[C@H]1CNCCO1)CC1=CC=C2C=CN(C2=C1)CCCOC ((2R)—N-cyclopropyl-N-{[1-(3-methoxypropyl)-1H-indol-6-yl]methyl}morpholin-2-carboxamide). The yield is 86.4%. RXN SMILES: Cl[C:2]1[C:10]2[C:5](=[CH:6][C:7]([CH2:11][N:12]([CH:21]3[CH2:23][CH2:22]3)[C:13]([C@@H:15]3[O:20][CH2:19][CH2:18][NH:17][CH2:16]3)=[O:14])=[CH:8][CH:9]=2)[N:4]([CH2:24][CH2:25][CH2:26][O:27][CH3:28])[CH:3]=1.C(N(C(C)C)CC)(C)C>C(O)C.[C].[Pd]>[CH:21]1([N:12]([CH2:11][C:7]2[CH:6]=[C:5]3[C:10]([CH:2]=[CH:3][N:4]3[CH2:24][CH2:25][CH2:26][O:27][CH3:28])=[CH:9][CH:8]=2)[C:13]([C@@H:15]2[O:20][CH2:19][CH2:18][NH:17][CH2:16]2)=[O:14])[CH2:22][CH2:23]1 |f:3.4|. Reported procedure: 10% Palladium-carbon (20 mg) was added to a solution of (2R)—N-{[3-chloro-1-(3-methoxypropyl)-1H-indol-6-yl]methyl}-N-cyclopropylmorpholin-2-carboxamide (67 mg) and diisopropylethylamine (43 mg) in ethanol (3 ml) and the mixture was stirred under hydrogen atmosphere at room temperature for 8 hours. Insoluble materials were filtered and the filtrate was concentrated in vacuo. The resulted residue was dissolved in ethyl acetate, washed with a saturated aqueous solution of sodium bicarbonate and sa... Reactants: O (water), FC([C@@H](C=1C=CC=2N(C1)C(=NN2)C2=NC1=CC(=C(C=C1C=C2)F)OCCO)N2C[C@H](CC2)NC(OC(C)(C)C)=O)(F)F (tert-butyl (S)-1-((R)-2,2,2-trifluoro-1-(3-(6-fluoro-7-(2-hydroxyethoxy)quinolin-2-yl)-[1,2,4]triazolo[4,3-a]pyridin-6-yl)ethyl)pyrrolidin-3-ylcarbamate), C(C)(C)(C)OC(=O)N[C@H](C(=O)O)C(C)C ((S)-2-(tert-butoxycarbonylamino)-3-methylbutanoic acid), C1CCC(CC1)N=C=NC2CCCCC2 (DCC). The reagents and catalysts are CN(C)C=1C=CN=CC1 (DMAP). Run in C(Cl)Cl (DCM). Run at time 4 hour. The product is C(C)(C)(C)OC(=O)N[C@H](C(=O)OCCOC1=C(C=C2C=CC(=NC2=C1)C1=NN=C2N1C=C(C=C2)[C@H](C(F)(F)F)N2C[C@H](CC2)NC(=O)OC(C)(C)C)F)C(C)C ((S)-2-(2-(6-((R)-1-((S)-3-(tert-butoxycarbonylamino)pyrrolidin-1-yl)-2,2,2-trifluoroethyl)-[1,2,4]triazolo[4,3-a]pyridin-3-yl)-6-fluoro quinolin-7-yloxy)ethyl 2-(tert-butoxycarbonylamino)-3-methylbutanoate). Isolated yield 82.4%. As a reaction SMILES: [F:1][C:2]([F:42])([F:41])[C@H:3]([N:28]1[CH2:32][CH2:31][C@H:30]([NH:33][C:34](=[O:40])[O:35][C:36]([CH3:39])([CH3:38])[CH3:37])[CH2:29]1)[C:4]1[CH:5]=[CH:6][C:7]2[N:8]([C:10]([C:13]3[CH:22]=[CH:21][C:20]4[C:15](=[CH:16][C:17]([O:24][CH2:25][CH2:26][OH:27])=[C:18]([F:23])[CH:19]=4)[N:14]=3)=[N:11][N:12]=2)[CH:9]=1.[C:43]([O:47][C:48]([NH:50][C@@H:51]([CH:55]([CH3:57])[CH3:56])[C:52](O)=[O:53])=[O:49])([CH3:46])([CH3:45])[CH3:44].C1CCC(N=C=NC2CCCCC2)CC1.O>C(Cl)Cl.CN(C1C=CN=CC=1)C>[C:43]([O:47][C:48]([NH:50][C@@H:51]([CH:55]([CH3:57])[CH3:56])[C:52]([O:27][CH2:26][CH2:25][O:24][C:17]1[CH:16]=[C:15]2[C:20]([CH:21]=[CH:22][C:13]([C:10]3[N:8]4[CH:9]=[C:4]([C@@H:3]([N:28]5[CH2:32][CH2:31][C@H:30]([NH:33][C:34]([O:35][C:36]([CH3:39])([CH3:37])[CH3:38])=[O:40])[CH2:29]5)[C:2]([F:1])([F:41])[F:42])[CH:5]=[CH:6][C:7]4=[N:12][N:11]=3)=[N:14]2)=[CH:19][C:18]=1[F:23])=[O:53])=[O:49])([CH3:46])([CH3:45])[CH3:44]. Procedure details: To a stirred solution of tert-butyl (S)-1-((R)-2,2,2-trifluoro-1-(3-(6-fluoro-7-(2-hydroxyethoxy)quinolin-2-yl)-[1,2,4]triazolo[4,3-a]pyridin-6-yl)ethyl)pyrrolidin-3-ylcarbamate (Example 123, Step A; 100 mg, 0.169 mmol) and (S)-2-(tert-butoxycarbonylamino)-3-methylbutanoic acid (44.1 mg, 0.203 mmol) in DCM (2 mL) was added DMAP (41.4 mg, 0.339 mmol) and DCC (41.9 mg, 0.203 mmol) under nitrogen. The reaction mixture was stirred at ambient temperature for 4 hours and then poured into water. The mi...